Dataset: the Open Reaction Database (ORD), a public repository of structured organic reaction records. Task: describe an organic reaction: reactants, conditions, products, and yield The reactants are C(C)(=O)OC(C(=O)OCC)C1=CC(=CC=2C=COC21)F (ethyl 2-acetoxy-2-(5-fluorobenzofur-7-yl)acetate), CN(P(=O)(N(C)C)N(C)C)C (hexamethylphosphoramide), CO (methanol), O1CCCC1.[I-].[Sm+2].[I-] (samarium(II) iodide tetrahydrofuran). Solvent: C(C)(=O)OCC (ethyl acetate). Reaction conditions: time 15 minute. Yields the product FC=1C=C(C2=C(C=CO2)C1)CC(=O)OCC (Ethyl 2-(5-fluorobenzofur-7-yl)acetate). The yield is 96.2%. As a reaction SMILES: C(O[CH:5]([C:11]1[C:19]2[O:18][CH:17]=[CH:16][C:15]=2[CH:14]=[C:13]([F:20])[CH:12]=1)[C:6]([O:8][CH2:9][CH3:10])=[O:7])(=O)C.CN(C)P(N(C)C)(N(C)C)=O.CO.O1CCCC1.[I-].[Sm+2].[I-]>C(OCC)(=O)C>[F:20][C:13]1[CH:12]=[C:11]([CH2:5][C:6]([O:8][CH2:9][CH3:10])=[O:7])[C:19]2[O:18][CH:17]=[CH:16][C:15]=2[CH:14]=1 |f:3.4.5.6|. Procedure details: A mixture of 1.43 gm (5.10 mMol) ethyl 2-acetoxy-2-(5-fluorobenzofur-7-yl)acetate, 7.31 gm (40.8 mMol) hexamethylphosphoramide, 0.20 gm (6.12 mMol) methanol, and 153 mL (15.3 mMol) samarium(II) iodide tetrahydrofuran complex (0.1 M in tetrahydrofuran) was stirred at room temperature under a nitrogen atmosphere for 15 minutes. The reaction mixture was then diluted 10 fold with ethyl acetate, washed with water, and concentrated under reduced pressure to provide 1.09 gm (96%) of the desired compoun... The reactants are Cl.Cl.Cl.CN1CC(NCC1)CN1CCCC1 (1-methyl-3-(pyrrolidin-1-ylmethyl)piperazine trihydrochloride), CC=1C=C2C(CC(C2=CC1)C(=O)Cl)=O (5-methyl-3-oxoindan-1-carbonyl chloride). Run in C(C)N(CC)CC (triethylamine). Yields the product Cl.Cl.CN1CC(N(CC1)C(=O)C1CC(C2=CC(=CC=C12)C)=O)CN1CCCC1 (4-methyl 1-(5-methyl-3-oxoindan-1-carbonyl)-2-(pyrrolidin-1-ylmethyl)piperazine dihydrochloride). Yield: 57.4%. Reaction SMILES: [ClH:1].Cl.Cl.[CH3:4][N:5]1[CH2:10][CH2:9][NH:8][CH:7]([CH2:11][N:12]2[CH2:16][CH2:15][CH2:14][CH2:13]2)[CH2:6]1.[CH3:17][C:18]1[CH:19]=[C:20]2[C:24](=[CH:25][CH:26]=1)[CH:23]([C:27]([Cl:29])=[O:28])[CH2:22][C:21]2=[O:30]>C(N(CC)CC)C>[ClH:29].[ClH:1].[CH3:4][N:5]1[CH2:10][CH2:9][N:8]([C:27]([CH:23]2[C:24]3[C:20](=[CH:19][C:18]([CH3:17])=[CH:26][CH:25]=3)[C:21](=[O:30])[CH2:22]2)=[O:28])[CH:7]([CH2:11][N:12]2[CH2:16][CH2:15][CH2:14][CH2:13]2)[CH2:6]1 |f:0.1.2.3,6.7.8|. Reported procedure: The procedure described in Example 24 was repeated, but using 1.0 g of 1-methyl-3-(pyrrolidin-1-ylmethyl)piperazine trihydrochloride, 2.1 ml of triethylamine and 0.75 g of 5-methyl-3-oxoindan-1-carbonyl chloride, to afford 0.84 g of the title compound, melting at 220°-223° C. (dec.).